From a dataset of the Open Reaction Database (ORD), a public repository of structured organic reaction records. describe an organic reaction: reactants, conditions, products, and yield Starting materials: CN, Cl, COc1cc2c(c(-c3ccccc3F)c1)OC(COS(=O)(=O)c1ccc(C)cc1)C2. Product: CNCC1Cc2cc(OC)cc(-c3ccccc3F)c2O1. Reaction SMILES: [CH3:32][NH2:33].[ClH:1].[F:2][c:3]1[c:4](-[c:9]2[cH:10][c:11]([O:30][CH3:31])[cH:12][c:13]3[c:17]2[O:16][CH:15]([CH2:18][O:19][S:20]([c:21]2[cH:22][cH:23][c:24]([CH3:25])[cH:26][cH:27]2)(=[O:28])=[O:29])[CH2:14]3)[cH:5][cH:6][cH:7][cH:8]1>>[F:2][c:3]1[c:4](-[c:9]2[cH:10][c:11]([O:30][CH3:31])[cH:12][c:13]3[c:17]2[O:16][CH:15]([CH2:18][NH:33][CH3:32])[CH2:14]3)[cH:5][cH:6][cH:7][cH:8]1. As a reaction SMILES: [Br:1][c:2]1[cH:3][c:4]([C:14](=[O:15])[NH:16][CH2:17][c:18]2[c:19](=[O:26])[nH:20][c:21]([CH3:25])[cH:22][c:23]2[CH3:24])[c:5]2[c:6]([n:7]1)[n:8]([CH:11]([CH3:12])[CH3:13])[n:9][cH:10]2.[C:49](=[O:50])([O-:51])[O-:52].[CH2:61]1[O:62][CH2:63][CH2:64][O:65][CH2:66]1.[CH3:27][N:28]1[CH2:29][CH2:30][N:31]([c:34]2[cH:35][cH:36][c:37]([B:40]3[O:41][C:42]([CH3:43])([CH3:44])[C:45]([CH3:46])([CH3:47])[O:48]3)[cH:38][cH:39]2)[CH2:32][CH2:33]1.[CH3:55][CH2:56][O:57][C:58]([CH3:59])=[O:60].[Na+:53].[Na+:54].[OH2:67].[cH:68]1[cH:69][cH:70][c:71]([P:72]([Pd:73]([P:74]([c:75]2[cH:76][cH:77][cH:78][cH:79][cH:80]2)([c:81]2[cH:82][cH:83][cH:84][cH:85][cH:86]2)[c:87]2[cH:88][cH:89][cH:90][cH:91][cH:92]2)([P:93]([c:94]2[cH:95][cH:96][cH:97][cH:98][cH:99]2)([c:100]2[cH:101][cH:102][cH:103][cH:104][cH:105]2)[c:106]2[cH:107][cH:108][cH:109][cH:110][cH:111]2)[P:112]([c:113]2[cH:114][cH:115][cH:116][cH:117][cH:118]2)([c:119]2[cH:120][cH:121][cH:122][cH:123][cH:124]2)[c:125]2[cH:126][cH:127][cH:128][cH:129][cH:130]2)([c:131]2[cH:132][cH:133][cH:134][cH:135][cH:136]2)[c:137]2[cH:138][cH:139][cH:140][cH:141][cH:142]2)[cH:143][cH:144]1>>[c:2]1(-[c:37]2[cH:36][cH:35][c:34]([N:31]3[CH2:30][CH2:29][N:28]([CH3:27])[CH2:33][CH2:32]3)[cH:39][cH:38]2)[cH:3][c:4]([C:14](=[O:15])[NH:16][CH2:17][c:18]2[c:19](=[O:26])[nH:20][c:21]([CH3:25])[cH:22][c:23]2[CH3:24])[c:5]2[c:6]([n:7]1)[n:8]([CH:11]([CH3:12])[CH3:13])[n:9][cH:10]2. The reactants are Cc1cc(C)c(CNC(=O)c2cc(Br)nc3c2cnn3C(C)C)c(=O)[nH]1, O=C([O-])[O-], C1COCCO1, CN1CCN(c2ccc(B3OC(C)(C)C(C)(C)O3)cc2)CC1, CCOC(C)=O, [Na+], [Na+], O, c1ccc(P(c2ccccc2)(c2ccccc2)[Pd](P(c2ccccc2)(c2ccccc2)c2ccccc2)(P(c2ccccc2)(c2ccccc2)c2ccccc2)P(c2ccccc2)(c2ccccc2)c2ccccc2)cc1. The product is Cc1cc(C)c(CNC(=O)c2cc(-c3ccc(N4CCN(C)CC4)cc3)nc3c2cnn3C(C)C)c(=O)[nH]1. Starting materials: ClC=1C=CC2=C(C(=NCC(=N2)NN=C(CC)C(=O)O)C2=CC=CC=C2)C1 (7-chloro-2-[(1-carboxypropylidene)hydrazino]-5-phenyl-3H-1,4-benzodiazepine), [N+](=[N-])=C (diazomethane). Product: ClC=1C=CC2=C(C(=NCC(=N2)NN=C(CC)C(=O)OC)C2=CC=CC=C2)C1 (7-chloro-2-[[1-(methoxycarbonyl)propylidene]hydrazino]-5-phenyl-3H-1,4-benzodiazepine). Reaction SMILES: [Cl:1][C:2]1[CH:3]=[CH:4][C:5]2[N:11]=[C:10]([NH:12][N:13]=[C:14]([C:17]([OH:19])=[O:18])[CH2:15][CH3:16])[CH2:9][N:8]=[C:7]([C:20]3[CH:25]=[CH:24][CH:23]=[CH:22][CH:21]=3)[C:6]=2[CH:26]=1.[N+](=[CH2:29])=[N-]>>[Cl:1][C:2]1[CH:3]=[CH:4][C:5]2[N:11]=[C:10]([NH:12][N:13]=[C:14]([C:17]([O:19][CH3:29])=[O:18])[CH2:15][CH3:16])[CH2:9][N:8]=[C:7]([C:20]3[CH:21]=[CH:22][CH:23]=[CH:24][CH:25]=3)[C:6]=2[CH:26]=1. Procedure: In the manner given in Example 10, 7-chloro-2-[(1-carboxypropylidene)hydrazino]-5-phenyl-3H-1,4-benzodiazepine is treated with etheral diazomethane to give 7-chloro-2-[[1-(methoxycarbonyl)propylidene]hydrazino]-5-phenyl-3H-1,4-benzodiazepine.